This data is from the Open Reaction Database (ORD), a public repository of structured organic reaction records. The task is: describe an organic reaction: reactants, conditions, products, and yield Reactants: C(=O)(OC(C)(C)C)N(C1CCC(CC1)NCC=1C=C(C=CC1OCC)B(O)O)C (3-{[4-(BOC-methyl-amino)-cyclohexylamino]-methyl}-4-ethoxy-benzene boronic acid), BrC=1C=CC(=NC1)C (5-bromo-2-methylpyridine). Yields the product C(C)OC1=C(CNC2CCC(CC2)N(C(OC(C)(C)C)=O)C)C=C(C=C1)C=1C=NC(=CC1)C (tert-Butyl {4-[2-ethoxy-5-(6-methyl-pyridin-3-yl)-benzylamino]-cyclohexyl}-methyl-carbamate). As a reaction SMILES: [C:1]([N:8]([CH3:29])[CH:9]1[CH2:14][CH2:13][CH:12]([NH:15][CH2:16][C:17]2[CH:18]=[C:19](B(O)O)[CH:20]=[CH:21][C:22]=2[O:23][CH2:24][CH3:25])[CH2:11][CH2:10]1)([O:3][C:4]([CH3:7])([CH3:6])[CH3:5])=[O:2].Br[C:31]1[CH:32]=[CH:33][C:34]([CH3:37])=[N:35][CH:36]=1>>[CH2:24]([O:23][C:22]1[CH:21]=[CH:20][C:19]([C:31]2[CH:36]=[N:35][C:34]([CH3:37])=[CH:33][CH:32]=2)=[CH:18][C:17]=1[CH2:16][NH:15][CH:12]1[CH2:13][CH2:14][CH:9]([N:8]([CH3:29])[C:1](=[O:2])[O:3][C:4]([CH3:7])([CH3:6])[CH3:5])[CH2:10][CH2:11]1)[CH3:25]. Procedure: Boronic acid 11 (812 mg, 2.0 mmol) is coupled to 5-bromo-2-methylpyridine (344 mg, 2.0 mmol) using Method A to give the title compound. Reactants: FC1(OC2=C(O1)C=C(C(=C2)OC)[N+](=O)[O-])F (2,2-Difluoro-5-methoxy-6-nitrobenzo[d][1,3]dioxole), [H][H] (hydrogen). The reagents and catalysts are [Pd] (palladium on carbon). Run in C(C)(=O)OCC (ethyl acetate). Run at time 90 minute. Product: FC1(OC2=C(O1)C=C(C(=C2)N)OC)F (2,2-Difluoro-6-methoxybenzo[d][1,3]dioxol-5-amine). Yield: 101.2%. Reaction SMILES: [F:1][C:2]1([F:16])[O:6][C:5]2[CH:7]=[C:8]([N+:13]([O-])=O)[C:9]([O:11][CH3:12])=[CH:10][C:4]=2[O:3]1.[H][H]>C(OCC)(=O)C.[Pd]>[F:16][C:2]1([F:1])[O:3][C:4]2[CH:10]=[C:9]([O:11][CH3:12])[C:8]([NH2:13])=[CH:7][C:5]=2[O:6]1. Procedure details: 2,2-Difluoro-5-methoxy-6-nitrobenzo[d][1,3]dioxole (1.7 g, 7.3 mmol) was dissolved in ethyl acetate (50 mL) and treated with 5% palladium on carbon (200 mg) and hydrogen at 40-50 pounds per square inch (psi) on a shaker. After 90 min, the catalyst was removed by filtration, the solvent was removed by evaporation, and the product dried under vacuum to give the title compound as a brown solid (1.5 g, qt (quantitative)): 1H NMR (400 MHz, CDCl3) δ 6.63 (s, 1H), 6.50 (s, 1H), 3.82 (s, 3H), 3.76 (d, J... The reactants are C(C)(C)(C)OC(C(C(=O)OC(C)(C)C)C1=CC(=C(C=C1)C#N)Br)=O (di-tert-butyl(3-bromo-4-cyanophenyl)malonate), FC(C(=O)O)(F)F (triflouroacetic acid). The solvent is ClCCl (dichloromethane). Conditions: time 12 hour. The product is BrC=1C=C(C=CC1C#N)CC(=O)O ((3-Bromo-4-cyanophenyl) acetic acid). The yield is 77.1%. RXN SMILES: C([O:5][C:6](=[O:24])[CH:7]([C:15]1[CH:20]=[CH:19][C:18]([C:21]#[N:22])=[C:17]([Br:23])[CH:16]=1)C(OC(C)(C)C)=O)(C)(C)C.FC(F)(F)C(O)=O>ClCCl>[Br:23][C:17]1[CH:16]=[C:15]([CH2:7][C:6]([OH:24])=[O:5])[CH:20]=[CH:19][C:18]=1[C:21]#[N:22]. Procedure details: To the di-tert-butyl(3-bromo-4-cyanophenyl)malonate (2.2 g, 5.4 mmol) in dichloromethane (30 mL) was added triflouroacetic acid (10 mL) and the reaction mixture stirred for 12 h at room temperature. The solution was concentrated under reduced pressure and chased with toluene (2×) to give the crude product as a yellowish oil (1 g, 77%, and 85% purity as indicated by NMR). The residue was used in the next step without further purification. 1H NMR (500 MHz, DMSO-d6) δ 12.80 (br s, 1H), 7.87 (d, J=8... Starting materials: N(C1=CC=CC=C1)C1=NC(=NC=C1COCC)NC1=CC=C(C=C1)OCC(CN(C)C)O (4-anilino-5-(ethoxymethyl)-2-{4-[2-hydroxy-3-(N,N-dimethylamino)propoxy]anilino}pyrimidine), N1C=NC=C1 (imidazole). Product: N(C1=CC=CC=C1)C1=NC(=NC=C1CN1C=NC=C1)NC1=CC=C(C=C1)OCC(CN(C)C)O (4-Anilino-2-{4-[2-hydroxy-3-(N,N-dimethylamino)propoxy]anilino}-5-(imidazol-1-ylmethyl)pyrimidine). Yield: 25.0%. Reaction SMILES: [NH:1]([C:8]1[C:13]([CH2:14]OCC)=[CH:12][N:11]=[C:10]([NH:18][C:19]2[CH:24]=[CH:23][C:22]([O:25][CH2:26][CH:27]([OH:32])[CH2:28][N:29]([CH3:31])[CH3:30])=[CH:21][CH:20]=2)[N:9]=1)[C:2]1[CH:7]=[CH:6][CH:5]=[CH:4][CH:3]=1.[NH:33]1[CH:37]=[CH:36][N:35]=[CH:34]1>>[NH:1]([C:8]1[C:13]([CH2:14][N:33]2[CH:37]=[CH:36][N:35]=[CH:34]2)=[CH:12][N:11]=[C:10]([NH:18][C:19]2[CH:24]=[CH:23][C:22]([O:25][CH2:26][CH:27]([OH:32])[CH2:28][N:29]([CH3:31])[CH3:30])=[CH:21][CH:20]=2)[N:9]=1)[C:2]1[CH:7]=[CH:6][CH:5]=[CH:4][CH:3]=1. Procedure: Using an analogous method to that described in Example 105, but starting from 4-anilino-5-(ethoxymethyl)-2-{4-[2-hydroxy-3-(N,N-dimethylamino)propoxy]anilino}pyrimidine (Example 86) and imidazole, the product was obtained in 25% yield. NMR: 2.18 (s, 6H), 2.2-2.45 (m, 2H), 3.75-3.9 (m, 3H), 4.76 (br s, 1H), 5.20 (s, 2H), 6.75 (d, 2H), 6.89 (d, 1H), 7.08 (t, 1H), 7.20 (d, 1H), 7.32 (dd, 2H), 7.50 (d, 2H), 7.61 (d, 2H), 7.78 (s, 1H), 7.96 (s, 1H), 8.54 (s, 1H), 9.00 (s, 1H); MS (MH+): 460.4. Reactants: FC1=C(C(=O)C(C(=O)OCC)=CNCC)C=C(C(=C1C)F)F (ethyl 2-(2,4,5-trifluoro-3-methylbenzoyl)-3-ethylaminoacrylate), [H-].[Na+] (sodium hydride), ice water. Run in O1CCOCC1 (dioxane). Product: C(C)N1C=C(C(C2=CC(=C(C(=C12)C)F)F)=O)C(=O)OCC (Ethyl 1-ethyl-6,7-difluoro-1,4-dihydro-8-methyl-4-oxo-3-quinolinecarboxylate). The yield is 65.7%. RXN SMILES: [H-].[Na+].F[C:4]1[C:21]([CH3:22])=[C:20]([F:23])[C:19]([F:24])=[CH:18][C:5]=1[C:6]([C:8](=[CH:14][NH:15][CH2:16][CH3:17])[C:9]([O:11][CH2:12][CH3:13])=[O:10])=[O:7]>O1CCOCC1>[CH2:16]([N:15]1[C:4]2[C:5](=[CH:18][C:19]([F:24])=[C:20]([F:23])[C:21]=2[CH3:22])[C:6](=[O:7])[C:8]([C:9]([O:11][CH2:12][CH3:13])=[O:10])=[CH:14]1)[CH3:17] |f:0.1|. Reported procedure: To the cooled mixture of 55% sodium hydride (0.47 g) in anhydrous dioxane (20 ml) was added ethyl 2-(2,4,5-trifluoro-3-methylbenzoyl)-3-ethylaminoacrylate (2.6 g) during 10 minutes with stirring. After stirring for 40 minutes at room temperature, the reacting mixture was poured into ice-water (50 ml), the resulting precipitate was collected by filtration, washed with chilled water and ether successively and recrystallized from dichloromethane-n-hexane to give the title compound (1.6 g) as colorl...